From a dataset of the Open Reaction Database (ORD), a public repository of structured organic reaction records. describe an organic reaction: reactants, conditions, products, and yield Reactants: ClC=1C=CC(=NC1)NC(C1=C(C=C(C=C1)Cl)N)=O (N-(5-chloropyridin-2-yl)-2-amino-4-chlorobenzamide), C(C)(C)(C)C1=CC(=C(C(=O)Cl)C=C1)OC1CCN(CC1)C(=O)OC(C)(C)C (4-(tert-butyl)-2-(1-Boc-piperidin-4-yloxy)benzoyl chloride). Run in N1=CC=CC=C1 (pyridine), ClCCl (dichloromethane), ClCCl (dichloromethane). The product is C(C)(C)(C)C1=CC(=C(C(=O)NC2=C(C(=O)NC3=NC=C(C=C3)Cl)C=CC(=C2)Cl)C=C1)OC1CCN(CC1)C(=O)OC(C)(C)C (2-[4-(tert-Butyl)-2-(1-Boc-piperidin-4-yloxy)benzoylamino]-N-(5-chloropyridin-2-yl)-4-chlorobenzamide). Reaction SMILES: [Cl:1][C:2]1[CH:3]=[CH:4][C:5]([NH:8][C:9](=[O:18])[C:10]2[CH:15]=[CH:14][C:13]([Cl:16])=[CH:12][C:11]=2[NH2:17])=[N:6][CH:7]=1.[C:19]([C:23]1[CH:31]=[CH:30][C:26]([C:27](Cl)=[O:28])=[C:25]([O:32][CH:33]2[CH2:38][CH2:37][N:36]([C:39]([O:41][C:42]([CH3:45])([CH3:44])[CH3:43])=[O:40])[CH2:35][CH2:34]2)[CH:24]=1)([CH3:22])([CH3:21])[CH3:20]>N1C=CC=CC=1.ClCCl>[C:19]([C:23]1[CH:31]=[CH:30][C:26]([C:27]([NH:17][C:11]2[CH:12]=[C:13]([Cl:16])[CH:14]=[CH:15][C:10]=2[C:9]([NH:8][C:5]2[CH:4]=[CH:3][C:2]([Cl:1])=[CH:7][N:6]=2)=[O:18])=[O:28])=[C:25]([O:32][CH:33]2[CH2:34][CH2:35][N:36]([C:39]([O:41][C:42]([CH3:45])([CH3:44])[CH3:43])=[O:40])[CH2:37][CH2:38]2)[CH:24]=1)([CH3:22])([CH3:20])[CH3:21]. Reported procedure: To a stirring solution of N-(5-chloropyridin-2-yl)-2-amino-4-chlorobenzamide (0.74 g, 26.5 mmol) in pyridine (1 mL) and dichloromethane (20 mL) at 0° C. was added a solution of 4-(tert-butyl)-2-(1-Boc-piperidin-4-yloxy)benzoyl chloride (1.05 g, 26.5 mmol) in dichloromethane (10.5 mL). The cold bath was then removed and after 72 h, the solvent was removed in vacuo and the residue was dissolved in ethyl acetate and washed with water, followed by satd aq NaHCO3 and then brine. The organic phase was...